From a dataset of the Open Reaction Database (ORD), a public repository of structured organic reaction records. describe an organic reaction: reactants, conditions, products, and yield Reactants: C[S-], CS(C)=O, FC(F)(F)c1cc(Br)cnc1Cl, [Na+]. Yields the product CSc1ncc(Br)cc1C(F)(F)F. As a reaction SMILES: [CH3:13][S-:14].[CH3:16][S:17](=[O:18])[CH3:19].[Cl:1][c:2]1[n:3][cH:4][c:5]([Br:12])[cH:6][c:7]1[C:8]([F:9])([F:10])[F:11].[Na+:15]>>[c:2]1([S:14][CH3:13])[n:3][cH:4][c:5]([Br:12])[cH:6][c:7]1[C:8]([F:9])([F:10])[F:11].